Dataset: the Open Reaction Database (ORD), a public repository of structured organic reaction records. Task: describe an organic reaction: reactants, conditions, products, and yield Product: COc1ccc(CN2C(=O)CC(C(F)(F)F)c3c(N4CCC(c5nc(C(F)(F)F)cn5CCN5CCCC5)CC4)ncnc32)c(OC)c1. The reactants are CN1CCCC1=O, CCN(C(C)C)C(C)C, COc1ccc(CN2C(=O)CC(C(F)(F)F)c3c(Cl)ncnc32)c(OC)c1, Cl, Cl, Cl, FC(F)(F)c1cn(CCN2CCCC2)c(C2CCNCC2)n1, O. RXN SMILES: [CH3:53][N:54]1[CH2:55][CH2:56][CH2:57][C:58]1=[O:59].[CH:60]([N:61]([CH:62]([CH3:63])[CH3:64])[CH2:65][CH3:66])([CH3:67])[CH3:68].[Cl:1][c:2]1[c:3]2[c:4]([n:5][cH:6][n:7]1)[N:8]([CH2:17][c:18]1[c:19]([O:26][CH3:27])[cH:20][c:21]([O:24][CH3:25])[cH:22][cH:23]1)[C:9](=[O:16])[CH2:10][CH:11]2[C:12]([F:13])([F:14])[F:15].[ClH:28].[ClH:29].[ClH:30].[N:31]1([CH2:36][CH2:37][n:38]2[c:39]([CH:47]3[CH2:48][CH2:49][NH:50][CH2:51][CH2:52]3)[n:40][c:41]([C:43]([F:44])([F:45])[F:46])[cH:42]2)[CH2:32][CH2:33][CH2:34][CH2:35]1.[OH2:69]>>[c:2]1([N:50]2[CH2:49][CH2:48][CH:47]([c:39]3[n:38]([CH2:37][CH2:36][N:31]4[CH2:32][CH2:33][CH2:34][CH2:35]4)[cH:42][c:41]([C:43]([F:44])([F:45])[F:46])[n:40]3)[CH2:52][CH2:51]2)[c:3]2[c:4]([n:5][cH:6][n:7]1)[N:8]([CH2:17][c:18]1[c:19]([O:26][CH3:27])[cH:20][c:21]([O:24][CH3:25])[cH:22][cH:23]1)[C:9](=[O:16])[CH2:10][CH:11]2[C:12]([F:13])([F:14])[F:15]. Reported procedure: Prepared as in Example 1 from 1-ethyl-5-(2-methyl-[1,3]dioxolan-2-yl)-2-oxo-2,3-dihydro-1H-indole-3-carboxylic acid methyl ester and 3-amino-N-(4-ethyl-phenyl)-benzamide. Purified by chromatography (chloroform/methanol, 10:1). 1H NMR (DMSO-d6) δ 1.15 (m, 6 H), 2.5 (q, 2 H), 3.85 (q, 2 H), 6.85-8.3 (m, 11 H), 10.0 (s, 1 H), 11.1 (s, 1 H). Product: C(C)C1=CC=C(C=C1)NC(=O)C=1C=C(C=CC1)NC(=O)C1C(N(C2=CC=C(C=C12)C(C)=O)CC)=O (5-Acetyl-1-ethyl-2-oxo-2,3-dihydro-1H-indole-3-carboxylic acid [3-(4-ethylphenylcarbamoyl)-phenyl]-amide). RXN SMILES: CO[C:3]([CH:5]1[C:13]2[C:8](=[CH:9][CH:10]=[C:11]([C:14]3([CH3:19])[O:18]CCO3)[CH:12]=2)[N:7]([CH2:20][CH3:21])[C:6]1=[O:22])=[O:4].[NH2:23][C:24]1[CH:25]=[C:26]([CH:38]=[CH:39][CH:40]=1)[C:27]([NH:29][C:30]1[CH:35]=[CH:34][C:33]([CH2:36][CH3:37])=[CH:32][CH:31]=1)=[O:28]>>[CH2:36]([C:33]1[CH:32]=[CH:31][C:30]([NH:29][C:27]([C:26]2[CH:25]=[C:24]([NH:23][C:3]([CH:5]3[C:13]4[C:8](=[CH:9][CH:10]=[C:11]([C:14](=[O:18])[CH3:19])[CH:12]=4)[N:7]([CH2:20][CH3:21])[C:6]3=[O:22])=[O:4])[CH:40]=[CH:39][CH:38]=2)=[O:28])=[CH:35][CH:34]=1)[CH3:37]. Starting materials: COC(=O)C1C(N(C2=CC=C(C=C12)C1(OCCO1)C)CC)=O (1-ethyl-5-(2-methyl-[1,3]dioxolan-2-yl)-2-oxo-2,3-dihydro-1H-indole-3-carboxylic acid methyl ester), NC=1C=C(C(=O)NC2=CC=C(C=C2)CC)C=CC1 (3-amino-N-(4-ethyl-phenyl)-benzamide). Starting materials: CC(C)(C)c1ccc(O)c(C(C)(C)C)c1, CCCC[N+](CCCC)(CCCC)CCCC, C=CCBr, Cc1ccccc1, [Na+], [OH-], O, O=S(=O)([O-])O. Yields the product C=CCOc1ccc(C(C)(C)C)cc1C(C)(C)C. Reaction SMILES: [C:7]([CH3:8])([CH3:9])([CH3:10])[c:11]1[c:12]([OH:21])[cH:13][cH:14][c:15]([C:17]([CH3:18])([CH3:19])[CH3:20])[cH:16]1.[CH2:27]([N+:28]([CH2:29][CH2:30][CH2:31][CH3:32])([CH2:33][CH2:34][CH2:35][CH3:36])[CH2:37][CH2:38][CH2:39][CH3:40])[CH2:41][CH2:42][CH3:43].[CH2:3]([CH:4]=[CH2:5])[Br:6].[CH3:44][c:45]1[cH:46][cH:47][cH:48][cH:49][cH:50]1.[Na+:2].[OH-:1].[OH2:51].[S:22]([O-:23])([OH:24])(=[O:25])=[O:26]>>[CH2:3]=[CH:4][CH2:5][O:21][c:12]1[c:11]([C:7]([CH3:8])([CH3:9])[CH3:10])[cH:16][c:15]([C:17]([CH3:18])([CH3:19])[CH3:20])[cH:14][cH:13]1. The reactants are O[C@@H]1C(C2=CC[C@H]3[C@@H]4CC[C@H]([C@@H](CCC[C@H](CO[Si](C)(C)C(C)(C)C)C)C)[C@]4(CC[C@@H]3[C@]2(CC1)C)C)(C)C (3β-hydroxy-4,4-dimethyl-(25R)-26-(tert-butyldimethylsilyloxy)cholest-5-ene), [F-].C(CCC)[N+](CCCC)(CCCC)CCCC (tetrabutyl ammonium fluoride). Solvent: CO (methanol). Yields the product CC1(C2=CC[C@H]3[C@@H]4CC[C@H]([C@@H](CCC[C@H](CO)C)C)[C@]4(CC[C@@H]3[C@]2(CC[C@@H]1O)C)C)C (4,4-dimethyl-(25R)-cholest-5-ene-3β,26-diol). The yield is 63.3%. RXN SMILES: [OH:1][C@H:2]1[CH2:34][CH2:33][C@@:32]2([CH3:35])[C:4](=[CH:5][CH2:6][C@@H:7]3[C@@H:31]2[CH2:30][CH2:29][C@@:28]2([CH3:36])[C@H:8]3[CH2:9][CH2:10][C@@H:11]2[C@H:12]([CH3:27])[CH2:13][CH2:14][CH2:15][C@@H:16]([CH3:26])[CH2:17][O:18][Si](C(C)(C)C)(C)C)[C:3]1([CH3:38])[CH3:37].[F-].C([N+](CCCC)(CCCC)CCCC)CCC>CO>[CH3:38][C:3]1([CH3:37])[C@@H:2]([OH:1])[CH2:34][CH2:33][C@@:32]2([CH3:35])[C:4]1=[CH:5][CH2:6][C@@H:7]1[C@@H:31]2[CH2:30][CH2:29][C@@:28]2([CH3:36])[C@H:8]1[CH2:9][CH2:10][C@@H:11]2[C@H:12]([CH3:27])[CH2:13][CH2:14][CH2:15][C@@H:16]([CH3:26])[CH2:17][OH:18] |f:1.2|. Reported procedure: Silyl deprotection of 3β-hydroxy-4,4-dimethyl-(25R)-26-(tert-butyldimethylsilyloxy)cholest-5-ene (60 mg, 0.11 mmol) with tetrabutyl ammonium fluoride and recrystallisation from methanol to give 4,4-dimethyl-(25R)-cholest-5-ene-3β,26-diol (30 mg).